This data is from the Open Reaction Database (ORD), a public repository of structured organic reaction records. The task is: describe an organic reaction: reactants, conditions, products, and yield The reactants are BrC1=C(N)C(=CC=C1)Br (2,6-dibromoaniline), BrC1=CC=CC2=C1N=C(S2)S (4-bromo-2-mercapto-1,3-benzothiazole), ClC=1SC2=C(N1)C=C(C=C2)Cl (2,5-dichloro-1,3-benzothiazole). Conditions: temperature 150 celsius. Yields the product BrC1=CC=CC2=C1N=C(S2)Cl (4-Bromo-2-chloro-1,3-benzothiazole). As a reaction SMILES: [Br:1][C:2]1[CH:8]=[CH:7][CH:6]=[C:5](Br)[C:3]=1[NH2:4].BrC1C2N=C(S)SC=2C=CC=1.[Cl:21][C:22]1[S:23]C2C=CC(Cl)=CC=2N=1>>[Br:1][C:2]1[C:3]2[N:4]=[C:22]([Cl:21])[S:23][C:5]=2[CH:6]=[CH:7][CH:8]=1. Procedure: The title compound was prepared from 2,6-dibromoaniline via 4-bromo-2-mercapto-1,3-benzothiazole as described for 2,5-dichloro-1,3-benzothiazole except that in the first step the reaction mixture was heated to 150° C. for 16 h. Reactants: C[C@@H](C1=CC=CC=C1)N ((S)-α-methylbenzylamine), C(C=O)(=O)OCC (ethyl glyoxalate). Run in ClCCl (dichloromethane). Reaction conditions: temperature 0 celsius, time 2 hour. Yields the product C(C)OC(C=N[C@@H](C)C1=CC=CC=C1)=O ((S)-(1-phenyl-ethylimino) acetic acid ethyl ester). The yield is 97.0%. RXN SMILES: [CH3:1][C@H:2]([NH2:9])[C:3]1[CH:8]=[CH:7][CH:6]=[CH:5][CH:4]=1.[C:10]([O:14][CH2:15][CH3:16])(=[O:13])[CH:11]=O>ClCCl>[CH2:15]([O:14][C:10](=[O:13])[CH:11]=[N:9][C@H:2]([C:3]1[CH:8]=[CH:7][CH:6]=[CH:5][CH:4]=1)[CH3:1])[CH3:16]. Procedure details: Treat a solution of neat (S)-α-methylbenzylamine (7.5 mL, 59 mmol) in dichloromethane (300 mL) at 0° C. with ethyl glyoxalate solution (50% in toluene, 11.5 mL). Add 4Å molecular sieves (20 g) to the above solution. Stir the reaction mixture at 0° C. for 2 h. Filter the solids off, concentrate and purify (silica gel chromatography, eluting with 20:80 to 70:30 ethyl acetate:hexanes) to give the title compound (11.1 g, 97%) The reactants are C(C=1C(O)=CC=CC1)=O (salicylaldehyde), [H-].[Na+] (NaH), CN(CCCCl)C (3-dimethylaminopropyl chloride). Solvent: C1(=CC=CC=C1)C (toluene). Yields the product CN(CCCOC1=C(C=O)C=CC=C1)C (2-(3-Dimethylaminopropoxyl)benzaldehyde). Yield: 76.7%. As a reaction SMILES: [CH:1](=[O:9])[C:2]1[C:3](=[CH:5][CH:6]=[CH:7][CH:8]=1)[OH:4].[H-].[Na+].[CH3:12][N:13]([CH3:18])[CH2:14][CH2:15][CH2:16]Cl>C1(C)C=CC=CC=1>[CH3:12][N:13]([CH3:18])[CH2:14][CH2:15][CH2:16][O:4][C:3]1[CH:5]=[CH:6][CH:7]=[CH:8][C:2]=1[CH:1]=[O:9] |f:1.2|. Procedure: The reaction between 100 g (0.82 mole) of salicylaldehyde, 40 g (0.82 mole) of 50% NaH, and 650 ml (1.2 mole) of 1.89 N 3-dimethylaminopropyl chloride in toluene in a procedure described in Example 2, part A, gives 130.4 g (77%) of yellow product, bp 125°-130°/0.5 mm. The reactants are Cl.COC(=O)C=1C=CC2=C(CC(CCC2)NC[C@@H](COC2=CC=CC=C2)O)C1 (8-[(2S)-2-Hydroxy-3-phenoxypropyl]amino-6,7,8,9-tetrahydro-5H-benzocycloheptene-2-carboxylic acid methyl ester hydrochloride), base, [OH-].[Na+] (sodium hydroxide). Solvent: CO (methanol). Product: O[C@@H](CNC1CCCC2=C(C1)C=C(C=C2)C(=O)[O-])COC2=CC=CC=C2.[Na+] (sodium 8-[(2S)-2-hydroxy-3-phenoxypropyl]amino-6,7,8,9-tetrahydro-5H-benzocycloheptene-2-carboxylate). RXN SMILES: Cl.C[O:3][C:4]([C:6]1[CH:7]=[CH:8][C:9]2[CH2:15][CH2:14][CH2:13][CH:12]([NH:16][CH2:17][C@H:18]([OH:27])[CH2:19][O:20][C:21]3[CH:26]=[CH:25][CH:24]=[CH:23][CH:22]=3)[CH2:11][C:10]=2[CH:28]=1)=[O:5].[OH-].[Na+:30]>CO>[OH:27][C@H:18]([CH2:19][O:20][C:21]1[CH:22]=[CH:23][CH:24]=[CH:25][CH:26]=1)[CH2:17][NH:16][CH:12]1[CH2:11][C:10]2[CH:28]=[C:6]([C:4]([O-:5])=[O:3])[CH:7]=[CH:8][C:9]=2[CH2:15][CH2:14][CH2:13]1.[Na+:30] |f:0.1,2.3,5.6|. Procedure details: 8-[(2S)-2-Hydroxy-3-phenoxypropyl]amino-6,7,8,9-tetrahydro-5H-benzocycloheptene-2-carboxylic acid methyl ester hydrochloride was converted to the corresponding free base in a usual manner. A solution of the base (91 mg) in methanol (1 ml) and 1N sodium hydroxide aqueous solution (0.246 ml) was stirred at 70° C. for 6 hours and evaporated in vacuo. The residue was triturated in diisopropyl ether, and the precipitated powder was collected by filtration to afford sodium 8-[(2S)-2-hydroxy-3-phenoxyp...